The task is: describe an organic reaction: reactants, conditions, products, and yield. This data is from the Open Reaction Database (ORD), a public repository of structured organic reaction records. Starting materials: C[Si](OC[C@H]1[C@@H](C[C@@H]2OC(C[C@@H]21)O)OC2OCCCC2)(C(C)(C)C)C ((3aR,4S,5R,6aS)-4-({[dimethyl(2-methyl-2-propanyl)silyl]oxy}methyl)-5-(tetrahydro-2H-pyran-2-yloxy)hexahydro-2H-cyclopenta[b]furan-2-ol), ice water, [Br-].C(=O)(O)CCCC[P+](C1=CC=CC=C1)(C1=CC=CC=C1)C1=CC=CC=C1 ((4-carboxybutyl)triphenylphosphonium bromide), CC(C)([O-])C.[K+] (potassium t-butoxide), dihydrate, C([O-])([O-])=O.[K+].[K+] (potassium carbonate), CI (methyl iodide). Solvent: O1CCCC1 (tetrahydrofuran), CC(=O)C (acetone), O1CCCC1 (tetrahydrofuran). Product: C[Si](OC[C@@H]1[C@H]([C@H](C[C@H]1OC1OCCCC1)O)C\C=C/CCCC(=O)OC)(C(C)(C)C)C (Methyl (5Z)-7-[(1R,2S,3R,5S)-2-({[dimethyl(2-methyl-2-propanyl)silyl]oxy}methyl)-5-hydroxy-3-(tetrahydro-2H-pyran-2-yloxy)cyclopentyl]-5-heptenoate). Yield: 89.1%. As a reaction SMILES: [Br-].[C:2]([CH2:5][CH2:6][CH2:7][CH2:8][P+](C1C=CC=CC=1)(C1C=CC=CC=1)C1C=CC=CC=1)([OH:4])=[O:3].[CH3:28]C(C)([O-])C.[K+].[CH3:34][Si:35]([CH3:58])([C:54]([CH3:57])([CH3:56])[CH3:55])[O:36][CH2:37][C@@H:38]1[C@@H:45]2[C@@H:41]([O:42][CH:43](O)[CH2:44]2)[CH2:40][C@H:39]1[O:47][CH:48]1[CH2:53][CH2:52][CH2:51][CH2:50][O:49]1.C(=O)([O-])[O-].[K+].[K+].CI>CC(C)=O.O1CCCC1>[CH3:34][Si:35]([CH3:58])([C:54]([CH3:57])([CH3:56])[CH3:55])[O:36][CH2:37][C@H:38]1[C@H:39]([O:47][CH:48]2[CH2:53][CH2:52][CH2:51][CH2:50][O:49]2)[CH2:40][C@H:41]([OH:42])[C@@H:45]1[CH2:44]/[CH:43]=[CH:8]\[CH2:7][CH2:6][CH2:5][C:2]([O:4][CH3:28])=[O:3] |f:0.1,2.3,5.6.7|. Procedure: To an anhydrous tetrahydrofuran (1370 mL) suspension of (4-carboxybutyl)triphenylphosphonium bromide (180.3 g) was added potassium t-butoxide (91.4 g) over 6 minutes while the mixture was stirred on a water bath. The mixture was stirred for 3 hours, and then to the reaction mixture was added dropwise an anhydrous tetrahydrofuran (130 mL) solution of the compound 2 (70.7 g) over 5 minutes. The mixture was further stirred at room temperature for 1 hour, the reaction mixture was then poured into ic... Starting materials: [Cs+].[F-], F[Ag], c1c(c(ccc1C(=O)N(c1c(cccn1)Cl)[C@H]1CN(CCC1)C(OC(C)(C)C)=O)Br)I. Reagents/catalysts: c1ccc(cc1)-c2c3ccccc3cc4ccccc24 (9-Phenylanthracene), c1ccc2c(c1)c(ccc2)[Ni](P(c1ccccc1)(c1ccccc1)c1ccccc1)(P(c1ccccc1)(c1ccccc1)c1ccccc1)Cl (ClNi(Nap)(PPh3)2). Run in CC1CCCO1 (Me-THF). Run at temperature 120 celsius, time 18 hour. Yields the product CC(C)(C)OC(=O)N1CCC[C@H](C1)N(C(=O)c2ccc(Br)c(F)c2)c3ncccc3Cl. RXN SMILES: [CH3:1][C:2]([O:5][C:6]([N:8]1[CH2:13][C@H:12]([N:14]([c:24]2[c:29]([Cl:30])[cH:28][cH:27][cH:26][n:25]2)[C:15]([c:17]3[cH:23][c:22](I)[c:20]([Br:21])[cH:19][cH:18]3)=[O:16])[CH2:11][CH2:10][CH2:9]1)=[O:7])([CH3:4])[CH3:3].[F-].[Cs+].[F:31][Ag]>>[CH3:1][C:2]([O:5][C:6]([N:8]1[CH2:13][C@H:12]([N:14]([c:24]2[c:29]([Cl:30])[cH:28][cH:27][cH:26][n:25]2)[C:15]([c:17]3[cH:23][c:22]([F:31])[c:20]([Br:21])[cH:19][cH:18]3)=[O:16])[CH2:11][CH2:10][CH2:9]1)=[O:7])([CH3:4])[CH3:3]. The reactants are CC(=O)C1=C(C=C(C=C1)O)O (Resacetophenone), NCC(=O)O (Glycine). Solvent: O (water), O (Water). Product: OC1=C(C=CC(=C1)O)CC=NCC(=O)O (N-[(2,4-Dihydroxyphenyl)ethylidene]glycine). As a reaction SMILES: [CH3:1][C:2]([C:4]1[CH:9]=[CH:8][C:7]([OH:10])=[CH:6][C:5]=1[OH:11])=O.[NH2:12][CH2:13][C:14]([OH:16])=[O:15]>O>[OH:11][C:5]1[CH:6]=[C:7]([OH:10])[CH:8]=[CH:9][C:4]=1[CH2:2][CH:1]=[N:12][CH2:13][C:14]([OH:16])=[O:15]. Procedure: Ingredients. (1) Water 97.5 (2) Resacetophenone 1.5 (3) Glycine 1.0. Procedure. The mixture of all ingredients is heated at 90 to 95 C for 2 hours. A solution of N-[(2,4-Dihydroxyphenyl)ethylidene]glycine in water is obtained. Starting materials: Br, CNCCN1C(=O)C(OC(C)=O)C(c2ccc(C)cc2)Sc2ccccc21, CCO, [Na+], [OH-], O. Product: Br, CNCCN1C(=O)C(O)C(c2ccc(C)cc2)Sc2ccccc21. As a reaction SMILES: [BrH:1].[CH3:2][c:3]1[cH:4][cH:5][c:6]([CH:9]2[S:10][c:11]3[c:12]([cH:25][cH:26][cH:27][cH:28]3)[N:13]([CH2:21][CH2:22][NH:23][CH3:24])[C:14](=[O:20])[CH:15]2[O:16][C:17](=[O:18])[CH3:19])[cH:7][cH:8]1.[CH3:31][CH2:32][OH:33].[Na+:30].[OH-:29].[OH2:34]>>[BrH:1].[CH3:2][c:3]1[cH:4][cH:5][c:6]([CH:9]2[S:10][c:11]3[c:12]([cH:25][cH:26][cH:27][cH:28]3)[N:13]([CH2:21][CH2:22][NH:23][CH3:24])[C:14](=[O:20])[CH:15]2[OH:16])[cH:7][cH:8]1. The reactants are CO, [Cl-], O=C(COc1ccccc1)N1CCCCC1c1nc(-c2ccc([N+](=O)[O-])cc2)no1, [NH4+]. Yields the product Nc1ccc(-c2noc(C3CCCCN3C(=O)COc3ccccc3)n2)cc1. As a reaction SMILES: [CH3:33][OH:34].[Cl-:31].[N+:1]([O-:2])(=[O:3])[c:4]1[cH:5][cH:6][c:7](-[c:10]2[n:11][o:12][c:13]([CH:15]3[N:16]([C:21]([CH2:22][O:23][c:24]4[cH:25][cH:26][cH:27][cH:28][cH:29]4)=[O:30])[CH2:17][CH2:18][CH2:19][CH2:20]3)[n:14]2)[cH:8][cH:9]1.[NH4+:32]>>[NH2:1][c:4]1[cH:5][cH:6][c:7](-[c:10]2[n:11][o:12][c:13]([CH:15]3[N:16]([C:21]([CH2:22][O:23][c:24]4[cH:25][cH:26][cH:27][cH:28][cH:29]4)=[O:30])[CH2:17][CH2:18][CH2:19][CH2:20]3)[n:14]2)[cH:8][cH:9]1. Starting materials: ClCC1=NC(=CC=C1)CCl (2,6-bis(chloromethyl)pyridine), C1(C=2C(C(N1)=O)=CC=CC2)=O.[K] (potassium phthalimide). Solvent: CN(C)C=O (DMF). Reaction conditions: time 8 hour. Product: ClCC1=CC=CC(=N1)CN1C(C2=CC=CC=C2C1=O)=O (2-{[6-(chloromethyl)pyridin-2-yl]methyl}-1H-isoindole-1,3(2H)-dione). Isolated yield 68.6%. As a reaction SMILES: Cl[CH2:2][C:3]1[CH:8]=[CH:7][CH:6]=[C:5]([CH2:9][Cl:10])[N:4]=1.[C:11]1(=[O:21])[NH:15][C:14](=[O:16])[C:13]2=[CH:17][CH:18]=[CH:19][CH:20]=[C:12]12.[K]>CN(C=O)C>[Cl:10][CH2:9][C:5]1[N:4]=[C:3]([CH2:2][N:15]2[C:11](=[O:21])[C:12]3[C:13](=[CH:17][CH:18]=[CH:19][CH:20]=3)[C:14]2=[O:16])[CH:8]=[CH:7][CH:6]=1 |f:1.2,^1:21|. Reported procedure: To a solution of 2,6-bis(chloromethyl)pyridine (20 g, 113.6 mmol, 1 eq.) in 250 ml of DMF was added potassium phthalimide (21.04 g, 113.6 mmol, 1 eq.). The reaction was stirred at r.t. overnight then the solvent was evaporated and the residue taken in EtOAc. The insolubles were removed by filtration and the filtrate washed with H2O. The organic layer was separated, dried over MgSO4 and concentrated. The resulting white solid was recrystallised from IPE/EtOAc (1/1) to give 2-{[6-(chloromethyl)pyr... Starting materials: C1(=CC=CC=C1)S(=O)(=O)N1C=C(C=2C1=NC=C(C2)Br)C#N (1-Benzenesulfonyl-5-bromo-1H-pyrrolo[2,3-b]pyridine-3-carbonitrile), O(C1=CC=CC=C1)C1=C(C=CC=C1)B(O)O (2-phenoxyphenylboronic acid), [Li+].[Cl-] (LiCl), C(=O)([O-])[O-].[Na+].[Na+] (Na2CO3). Reagents/catalysts: Cl[Pd]([P](C1=CC=CC=C1)(C2=CC=CC=C2)C3=CC=CC=C3)([P](C4=CC=CC=C4)(C5=CC=CC=C5)C6=CC=CC=C6)Cl (PdCl2(PPh3)2). The solvent is CCO (EtOH), C1(=CC=CC=C1)C (toluene). Run at temperature 105 celsius. The product is O(C1=CC=CC=C1)C1=C(C=CC=C1)C=1C=C2C(=NC1)NC=C2C#N (5-(2-Phenoxy-phenyl)-1H-pyrrolo[2,3-b]pyridine-3-carbonitrile). Yield: 40.3%. RXN SMILES: C1(S([N:10]2[C:14]3=[N:15][CH:16]=[C:17](Br)[CH:18]=[C:13]3[C:12]([C:20]#[N:21])=[CH:11]2)(=O)=O)C=CC=CC=1.[O:22]([C:29]1[CH:34]=[CH:33][CH:32]=[CH:31][C:30]=1B(O)O)[C:23]1[CH:28]=[CH:27][CH:26]=[CH:25][CH:24]=1.[Li+].[Cl-].C([O-])([O-])=O.[Na+].[Na+]>CCO.C1(C)C=CC=CC=1.Cl[Pd](Cl)([P](C1C=CC=CC=1)(C1C=CC=CC=1)C1C=CC=CC=1)[P](C1C=CC=CC=1)(C1C=CC=CC=1)C1C=CC=CC=1>[O:22]([C:29]1[CH:30]=[CH:31][CH:32]=[CH:33][C:34]=1[C:17]1[CH:18]=[C:13]2[C:12]([C:20]#[N:21])=[CH:11][NH:10][C:14]2=[N:15][CH:16]=1)[C:23]1[CH:28]=[CH:27][CH:26]=[CH:25][CH:24]=1 |f:2.3,4.5.6,^1:58,77|. Procedure details: A mixture of 8 (40.0 mg, 0.11 mmol), 2-phenoxyphenylboronic acid (35.5 mg, 0.166 mmol), PdCl2(PPh3)2 (7.8 mg, 0.011 mmol), LiCl (14.0 mg, 0.33 mmol), 1M Na2CO3 (276 μL, 0.28 mmol) in EtOH (0.66 mL) and toluene (0.66 mL) was heated at 105° C. for 0.5 h in a sealed reaction tube. Reaction mixture was separated between ethyl acetate and brine. The aqueous layer was extracted with ethyl acetate (2×). The combined organic solutions were concentrated and purified by PTLC using ethyl acetate:hexane (1:...